From a dataset of the Open Reaction Database (ORD), a public repository of structured organic reaction records. describe an organic reaction: reactants, conditions, products, and yield The reactants are ClC=1N=CC2=C(N(CC(C(N2C)=O)(C)C)C2CCCC2)N1 (2-chloro-9-cyclopentyl-5,7,7-trimethyl-5,7,8,9-tetrahydro-pyrimido[4,5-b][1,4]diazepin-6-one), NC1=C(C=C(C(=O)O)C=C1)C (4-amino-3-methylbenzoic acid), C(C)O (ethanol). Reagents/catalysts: Cl (hydrochloric acid). The solvent is O (water). The product is C1(CCCC1)N1C2=C(N(C(C(C1)(C)C)=O)C)C=NC(=N2)NC2=C(C=C(C(=O)O)C=C2)C (4-(9-cyclopentyl-5,7,7-trimethyl-6-oxo-6,7,8,9-tetrahydro-5H-pyrimido[4,5-b][1,4]diazepin-2-ylamino)-3-methyl-benzoic acid). Isolated yield 41.6%. RXN SMILES: Cl[C:2]1[N:3]=[CH:4][C:5]2[N:11]([CH3:12])[C:10](=[O:13])[C:9]([CH3:15])([CH3:14])[CH2:8][N:7]([CH:16]3[CH2:20][CH2:19][CH2:18][CH2:17]3)[C:6]=2[N:21]=1.[NH2:22][C:23]1[CH:31]=[CH:30][C:26]([C:27]([OH:29])=[O:28])=[CH:25][C:24]=1[CH3:32].C(O)C>Cl.O>[CH:16]1([N:7]2[CH2:8][C:9]([CH3:15])([CH3:14])[C:10](=[O:13])[N:11]([CH3:12])[C:5]3[CH:4]=[N:3][C:2]([NH:22][C:23]4[CH:31]=[CH:30][C:26]([C:27]([OH:29])=[O:28])=[CH:25][C:24]=4[CH3:32])=[N:21][C:6]2=3)[CH2:20][CH2:19][CH2:18][CH2:17]1. Procedure: A mixture of 0.0398 g (0.00013 mole) of 2-chloro-9-cyclopentyl-5,7,7-trimethyl-5,7,8,9-tetrahydro-pyrimido[4,5-b][1,4]diazepin-6-one (VII-38), 0.022 g (0.000143 mole) of 4-amino-3-methylbenzoic acid, 0.7 mL of ethanol, 2.8 mL of water and 3 drops of hydrochloric acid was heated at reflux for 17 hours. The mixture was cooled, and the white precipitate that formed was collected by filtration to give 0.0229 g of 4-(9-cyclopentyl-5,7,7-trimethyl-6-oxo-6,7,8,9-tetrahydro-5H-pyrimido[4,5-b][1,4]diazep... Starting materials: N, [Na+], O=S(=O)([O-])[O-], O, [OH-], O=C(O)C(=O)c1ccccc1. Product: NC(=O)c1ccccc1. As a reaction SMILES: [NH3:12].[Na+:19].[O-:13][S:14](=[O:15])(=[O:16])[O-:17].[O:20].[OH-:18].[OH:1][C:2](=[O:3])[C:4](=[O:5])[c:6]1[cH:7][cH:8][cH:9][cH:10][cH:11]1>>[C:4](=[O:5])([c:6]1[cH:7][cH:8][cH:9][cH:10][cH:11]1)[NH2:12]. Starting materials: CCOC(=O)c1cnccc1Nc1nc(-c2cc(Cl)ccc2F)nc2c1CCCC2, CO, [Na+], [OH-]. Product: O=C(O)c1cnccc1Nc1nc(-c2cc(Cl)ccc2F)nc2c1CCCC2. RXN SMILES: [CH2:1]([CH3:2])[O:3][C:4]([c:5]1[cH:6][n:7][cH:8][cH:9][c:10]1[NH:11][c:12]1[n:13][c:14](-[c:22]2[c:23]([F:29])[cH:24][cH:25][c:26]([Cl:28])[cH:27]2)[n:15][c:16]2[c:21]1[CH2:20][CH2:19][CH2:18][CH2:17]2)=[O:30].[CH3:33][OH:34].[Na+:32].[OH-:31]>>[O:3]=[C:4]([c:5]1[cH:6][n:7][cH:8][cH:9][c:10]1[NH:11][c:12]1[n:13][c:14](-[c:22]2[c:23]([F:29])[cH:24][cH:25][c:26]([Cl:28])[cH:27]2)[n:15][c:16]2[c:21]1[CH2:20][CH2:19][CH2:18][CH2:17]2)[OH:30]. Starting materials: Cl/C(=C(/C(=O)OC(C)C)\Cl)/C(=O)OC(C)C (diisopropyl dichloromaleate), C(C)(=O)[O-].[NH4+] (ammonium acetate). Solvent: CN(C=O)C (dimethylformamide). The product is N/C(=C(/C(=O)OC(C)C)\Cl)/C(=O)OC(C)C (diisopropyl aminochloromaleate). Yield: 118.7%. RXN SMILES: [Cl:1]/[C:2](/[C:11]([O:13][CH:14]([CH3:16])[CH3:15])=[O:12])=[C:3](\Cl)/[C:4]([O:6][CH:7]([CH3:9])[CH3:8])=[O:5].C([O-])(=O)C.[NH4+:21]>CN(C)C=O>[NH2:21]/[C:3](/[C:4]([O:6][CH:7]([CH3:9])[CH3:8])=[O:5])=[C:2](\[Cl:1])/[C:11]([O:13][CH:14]([CH3:16])[CH3:15])=[O:12] |f:1.2|. Procedure: 26.9 g (0.1 mol) of diisopropyl dichloromaleate, 19.27 g (0.25 mol) of ammonium acetate and 40 ml of dimethylformamide were reacted under the same conditions as described in Example 1. 29.65 g (85.6% yield) of diisopropyl aminochloromaleate were obtained as a reddish-yellow, viscous liquid (purity according to GC analysis 83%). RXN SMILES: [I:1][C:2]1[CH:18]=[CH:17][C:5]([O:6][CH2:7][CH2:8][CH2:9][CH2:10][CH2:11][C:12]([O:14]CC)=[O:13])=[CH:4][CH:3]=1.O.[OH-].[Na+]>C(O)C>[I:1][C:2]1[CH:3]=[CH:4][C:5]([O:6][CH2:7][CH2:8][CH2:9][CH2:10][CH2:11][C:12]([OH:14])=[O:13])=[CH:17][CH:18]=1 |f:2.3|. Reactants: IC1=CC=C(OCCCCCC(=O)OCC)C=C1 (Ethyl 6-(4-iodophenoxy)hexanoate), O (water), [OH-].[Na+] (sodium hydroxide). Yield: 93.0%. The solvent is C(C)O (ethanol). Product: IC1=CC=C(OCCCCCC(=O)O)C=C1 (6-(4-iodophenoxy)hexanoic acid). Procedure details: Ethyl 6-(4-iodophenoxy)hexanoate (3.62 g, 10 mmol), in ethanol (30 ml), water (30 ml) was treated with sodium hydroxide (1 g, 25 mmol) and the reaction was stirred under reflux for 3 h. The reaction was then allowed to cool and concentrated in vacuum to a solid. The solid was then treated cautiously with ethyl acetate (100 ml) and 1N hydrochloric acid (100 ml) and the reaction stirred at room temperature for 10 min. The ethyl acetate layer was separated dried over sodium sulfate and concentrated... Starting materials: CO, Cc1oc2c(C)c(C)c(NC(=O)c3ccc(F)cc3)c(C)c2c1-c1ccccc1. Yields the product Cc1oc2c(C)c(C)c(NCc3ccc(F)cc3)c(C)c2c1-c1ccccc1. Reaction SMILES: [CH3:30][OH:31].[F:1][c:2]1[cH:3][cH:4][c:5]([C:6](=[O:7])[NH:8][c:9]2[c:10]([CH3:27])[c:11]([CH3:26])[c:12]3[c:13]([c:14](-[c:18]4[cH:19][cH:20][cH:21][cH:22][cH:23]4)[c:15]([CH3:17])[o:16]3)[c:24]2[CH3:25])[cH:28][cH:29]1>>[F:1][c:2]1[cH:3][cH:4][c:5]([CH2:6][NH:8][c:9]2[c:10]([CH3:27])[c:11]([CH3:26])[c:12]3[c:13]([c:14](-[c:18]4[cH:19][cH:20][cH:21][cH:22][cH:23]4)[c:15]([CH3:17])[o:16]3)[c:24]2[CH3:25])[cH:28][cH:29]1. Reactants: C(C)(C)(C)OC(=O)N[C@@H](C(=O)O)CCNC(=O)C=1N=C(C2=CC(=CC=C2C1O)OC1=CC=CC=C1)C#N ((R)-2-(tert-Butoxycarbonylamino)-4-(1-cyano-4-hydroxy-7-phenoxyisoquinoline-3-carboxamido)butanoic acid), C(=O)(C(F)(F)F)O (TFA). The solvent is C(Cl)Cl (CH2Cl2). Run at time 3 hour. Yields the product N[C@@H](C(=O)O)CCNC(=O)C=1N=C(C2=CC(=CC=C2C1O)OC1=CC=CC=C1)C#N ((R)-2-Amino-4-(1-cyano-4-hydroxy-7-phenoxyisoquinoline-3-carboxamido)butanoic acid), C(=O)(C(F)(F)F)O (TFA). RXN SMILES: C(OC([NH:8][C@H:9]([CH2:13][CH2:14][NH:15][C:16]([C:18]1[N:19]=[C:20]([C:36]#[N:37])[C:21]2[C:26]([C:27]=1[OH:28])=[CH:25][CH:24]=[C:23]([O:29][C:30]1[CH:35]=[CH:34][CH:33]=[CH:32][CH:31]=1)[CH:22]=2)=[O:17])[C:10]([OH:12])=[O:11])=O)(C)(C)C.[C:38]([OH:44])([C:40]([F:43])([F:42])[F:41])=[O:39]>C(Cl)Cl>[NH2:8][C@H:9]([CH2:13][CH2:14][NH:15][C:16]([C:18]1[N:19]=[C:20]([C:36]#[N:37])[C:21]2[C:26]([C:27]=1[OH:28])=[CH:25][CH:24]=[C:23]([O:29][C:30]1[CH:35]=[CH:34][CH:33]=[CH:32][CH:31]=1)[CH:22]=2)=[O:17])[C:10]([OH:12])=[O:11].[C:38]([OH:44])([C:40]([F:43])([F:42])[F:41])=[O:39]. Procedure: (R)-2-(tert-Butoxycarbonylamino)-4-(1-cyano-4-hydroxy-7-phenoxyisoquinoline-3-carboxamido)butanoic acid (40 mg, 0.06 mmol) was dissolved in TFA (4 mL) and CH2Cl2 (4 mL). The resulting mixture was stirred at room temperature for 3 hours. The volatiles were removed in vacuo and the residue was dissolved again in CH2Cl2 (4 mL). The volatiles were removed again in vacuo to give the title compound as its TFA salt in 19 mg. MS: (−) m/z 405.27 (M−1). Reactants: CBr (methyl bromide), C(C1=CC=CC=C1)CNC1CC(C2=CC=CC=C12)=O (3-benzylmethylaminoindan-1-one), [Mg] (magnesium), CBr (methyl bromide). Run in O1CCCC1 (tetrahydrofuran), O1CCCC1 (Tetrahydrofuran). Conditions: time 8 hour. Product: C(C1=CC=CC=C1)CNC1CC(C2=CC=CC=C12)(O)C (3-benzylmethylamino-1-methylindan-1-ol). Reaction SMILES: [CH3:1]Br.[Mg].[CH2:4]([CH2:11][NH:12][CH:13]1[C:21]2[C:16](=[CH:17][CH:18]=[CH:19][CH:20]=2)[C:15](=[O:22])[CH2:14]1)[C:5]1[CH:10]=[CH:9][CH:8]=[CH:7][CH:6]=1>O1CCCC1>[CH2:4]([CH2:11][NH:12][CH:13]1[C:21]2[C:16](=[CH:17][CH:18]=[CH:19][CH:20]=2)[C:15]([CH3:1])([OH:22])[CH2:14]1)[C:5]1[CH:6]=[CH:7][CH:8]=[CH:9][CH:10]=1. Procedure: In 35 milliliters of tetrahydrofuran, 4 grams methyl bromide is dissolved. One quarter of this solution is then added to 1 gram of magnesium, previously washed with chloroform, and refluxed with tetrahydrofuran for 20 minutes; and this mixture is refluxed 4 hours to initiate reaction. Additional methyl bromide solution is thereafter added to maintain the refluxing without further heating. After the addition has been completed 10 grams of 3-benzylmethylaminoindan-1-one is added and the mixture is... Starting materials: OC1=CC=C(C=N1)NC(C1=CC=CC=C1)=O (N-(6-hydroxy-pyridin-3-yl)-benzamide), [I-].C(C)(C)(C)[Si](OC1CCN(CC1)C(=O)N1C=[N+](C=C1)C)(C)C (3-[4-(tert-butyl-dimethyl-silanyloxy)-piperidine-1-carbonyl]-1-methyl-3H-imidazol-1-ium iodide), N12CCN(CC1)CC2 (1,4-diazabicyclo[2,2,2]octane). The solvent is CN(C=O)C (dimethylformamide). Conditions: temperature 40 celsius. The product is C(C1=CC=CC=C1)(=O)NC=1C=CC(=NC1)OC(=O)N1CCC(CC1)O[Si](C)(C)C(C)(C)C (4-(tert-Butyl-dimethyl-silanyloxy)-piperidine-1-carboxylic acid 5-benzoylamino-pyridin-2-yl ester). Isolated yield 79.9%. RXN SMILES: [OH:1][C:2]1[N:7]=[CH:6][C:5]([NH:8][C:9](=[O:16])[C:10]2[CH:15]=[CH:14][CH:13]=[CH:12][CH:11]=2)=[CH:4][CH:3]=1.[I-].[C:18]([Si:22]([CH3:39])([CH3:38])[O:23][CH:24]1[CH2:29][CH2:28][N:27]([C:30](N2C=C[N+](C)=C2)=[O:31])[CH2:26][CH2:25]1)([CH3:21])([CH3:20])[CH3:19].N12CCN(CC1)CC2>CN(C)C=O>[C:9]([NH:8][C:5]1[CH:4]=[CH:3][C:2]([O:1][C:30]([N:27]2[CH2:28][CH2:29][CH:24]([O:23][Si:22]([C:18]([CH3:21])([CH3:20])[CH3:19])([CH3:38])[CH3:39])[CH2:25][CH2:26]2)=[O:31])=[N:7][CH:6]=1)(=[O:16])[C:10]1[CH:15]=[CH:14][CH:13]=[CH:12][CH:11]=1 |f:1.2|. Reported procedure: A solution of N-(6-hydroxy-pyridin-3-yl)-benzamide (214 mg, 1.00 mmol), 3-[4-(tert-butyl-dimethyl-silanyloxy)-piperidine-1-carbonyl]-1-methyl-3H-imidazol-1-ium iodide (451 mg, 1.00 mmol) and 1,4-diazabicyclo[2,2,2]octane (112 mg, 1.00 mmol) in dimethylformamide (10 mL) was stirred for 18 hours at room temperature followed by heating for 3 days at 40° C. The solvent was evaporated in vacuo and the residue was purified by flash column chromatography (SiO2, ethyl acetate:heptane 40:60), yielding th...